From a dataset of the Open Reaction Database (ORD), a public repository of structured organic reaction records. describe an organic reaction: reactants, conditions, products, and yield The reactants are C(C1=CC=CC=C1)N(CCC=1C=C(C=CC1)NC(=O)CCCN(C(=O)CCN1CCC(CC1)OC(NC1=C(C=CC=C1)C1=CC=CC=C1)=O)C)C[C@H](O[Si](C)(C)C(C)(C)C)C1=C2C=CC(NC2=C(C=C1)OCC1=CC=CC=C1)=O (biphenyl-2-ylcarbamic acid 1-[2-({3-[3-(2-{benzyl-[(R)-2-(8-benzyloxy-2-oxo-1,2-dihydroquinolin-5-yl)-2- (tert-butyldimethylsilanyloxy)ethyl]-amino}ethyl)phenylcarbamoyl]propyl}methylcarbamoyl)ethyl]piperidin-4-yl ester), C(C)(=O)O (acetic acid), O (water). Reagents/catalysts: [OH-].[Pd+2].[OH-] (palladium hydroxide). Solvent: CO (MeOH). Conditions: time 6 hour. The product is [Si](C)(C)(C(C)(C)C)O[C@@H](CNCCC=1C=C(C=CC1)NC(=O)CCCN(C(=O)CCN1CCC(CC1)OC(NC1=C(C=CC=C1)C1=CC=CC=C1)=O)C)C1=C2C=CC(NC2=C(C=C1)O)=O (Biphenyl-2-ylcarbamic Acid 1-(2-{[3-(3-{2-[(R)-2-(tert-Butyldimethylsilanyloxy)-2-(8-hydroxy-2-oxo-1,2-dihydroquinolin-5-yl)ethylamino]-ethyl}phenylcarbamoyl)propyl]methylcarbamoyl}ethyl)piperidin-4-yl Ester). Reaction SMILES: C([N:8]([CH2:51][C@@H:52]([C:61]1[CH:70]=[CH:69][C:68]([O:71]CC2C=CC=CC=2)=[C:67]2[C:62]=1[CH:63]=[CH:64][C:65](=[O:79])[NH:66]2)[O:53][Si:54]([C:57]([CH3:60])([CH3:59])[CH3:58])([CH3:56])[CH3:55])[CH2:9][CH2:10][C:11]1[CH:12]=[C:13]([NH:17][C:18]([CH2:20][CH2:21][CH2:22][N:23]([CH3:50])[C:24]([CH2:26][CH2:27][N:28]2[CH2:33][CH2:32][CH:31]([O:34][C:35](=[O:49])[NH:36][C:37]3[CH:42]=[CH:41][CH:40]=[CH:39][C:38]=3[C:43]3[CH:48]=[CH:47][CH:46]=[CH:45][CH:44]=3)[CH2:30][CH2:29]2)=[O:25])=[O:19])[CH:14]=[CH:15][CH:16]=1)C1C=CC=CC=1.C(O)(=O)C.O>CO.[OH-].[Pd+2].[OH-]>[Si:54]([O:53][C@H:52]([C:61]1[CH:70]=[CH:69][C:68]([OH:71])=[C:67]2[C:62]=1[CH:63]=[CH:64][C:65](=[O:79])[NH:66]2)[CH2:51][NH:8][CH2:9][CH2:10][C:11]1[CH:12]=[C:13]([NH:17][C:18]([CH2:20][CH2:21][CH2:22][N:23]([CH3:50])[C:24]([CH2:26][CH2:27][N:28]2[CH2:33][CH2:32][CH:31]([O:34][C:35](=[O:49])[NH:36][C:37]3[CH:42]=[CH:41][CH:40]=[CH:39][C:38]=3[C:43]3[CH:44]=[CH:45][CH:46]=[CH:47][CH:48]=3)[CH2:30][CH2:29]2)=[O:25])=[O:19])[CH:14]=[CH:15][CH:16]=1)([C:57]([CH3:60])([CH3:58])[CH3:59])([CH3:55])[CH3:56] |f:4.5.6|. Reported procedure: To a stirred solution of biphenyl-2-ylcarbamic acid 1-[2-({3-[3-(2-{benzyl-[(R)-2-(8-benzyloxy-2-oxo-1,2-dihydroquinolin-5-yl)-2- (tert-butyldimethylsilanyloxy)ethyl]-amino}ethyl)phenylcarbamoyl]propyl}methylcarbamoyl)ethyl]piperidin-4-yl ester (258 mg, 0.238 mmol) in MeOH (3 mL) at room temperature was added a solution of acetic acid in water (17.4 M, 41.4 μL, 0.720 mmol). The resulting solution was purged with nitrogen (3 cycles of vacuum following by dry nitrogen) and then palladium hydroxide... The reactants are [Na] (sodium), C(#N)C1=CC(=CC(=N1)C1=NC(=CC(=C1)C)C#N)C (6,6'-dicyano-4,4'-dimethyl-2,2'-bipyridine), [Cl-].[NH4+] (ammonium chloride), N (ammonia). The solvent is CO (methanol), CO (methanol). Conditions: time 2 day. Product: Cl.Cl.C(N)(=N)C1=CC(=CC(=N1)C1=NC(=CC(=C1)C)C(N)=N)C (6,6'-Diamidino-4,4'-dimethyl-2,2'-bipyridine dihydrochloride). Reaction SMILES: [Na].[C:2]([C:4]1[N:9]=[C:8]([C:10]2[CH:15]=[C:14]([CH3:16])[CH:13]=[C:12]([C:17]#[N:18])[N:11]=2)[CH:7]=[C:6]([CH3:19])[CH:5]=1)#[N:3].[Cl-:20].[NH4+:21].[NH3:22]>CO>[ClH:20].[ClH:20].[C:17]([C:12]1[N:11]=[C:10]([C:8]2[CH:7]=[C:6]([CH3:19])[CH:5]=[C:4]([C:2](=[NH:22])[NH2:3])[N:9]=2)[CH:15]=[C:14]([CH3:16])[CH:13]=1)(=[NH:21])[NH2:18] |f:2.3,6.7.8,^1:0|. Procedure: 0.023 g (0.001 g-atom) of sodium are dissolved under nitrogen in 15 ml of absolute methanol. 2.34 g (0.01 mol) of 6,6'-dicyano-4,4'-dimethyl-2,2'-bipyridine are added to that solution, and the resulting mixture is stirred at room temperature for 2 days. 1.34 g (0.025 mol) of ammonium chloride, 10 ml of absolute methanol and 20 ml of a saturated ethanolic ammonia solution are then added, and the mixture is stirred at 70° for one hour. After cooling, the reaction mixture is concentrated to dryness... The reactants are CC(=O)O, [I-], [K+], O, CC(=O)N1CCc2c1cc(C)c(C(O)C(=O)O)c2C, OP(O)O. Product: CC(=O)N1CCc2c1cc(C)c(CC(=O)O)c2C. As a reaction SMILES: [CH3:27][C:28](=[O:29])[OH:30].[I-:25].[K+:24].[OH2:26].[OH:1][CH:2]([C:3](=[O:4])[OH:5])[c:6]1[c:7]([CH3:19])[c:8]2[c:12]([cH:13][c:14]1[CH3:15])[N:11]([C:16]([CH3:17])=[O:18])[CH2:10][CH2:9]2.[P:20]([OH:21])([OH:22])[OH:23]>>[CH2:2]([C:3](=[O:4])[OH:5])[c:6]1[c:7]([CH3:19])[c:8]2[c:12]([cH:13][c:14]1[CH3:15])[N:11]([C:16]([CH3:17])=[O:18])[CH2:10][CH2:9]2. Reactants: O=S(=O)(Cl)c1cc(Cl)c(Cl)cc1Cl, CCOC(=O)Cc1csc(N)n1. The product is CCOC(=O)Cc1csc(NS(=O)(=O)c2cc(Cl)c(Cl)cc2Cl)n1. As a reaction SMILES: [Cl:13][c:14]1[c:15]([S:22](=[O:23])(=[O:24])[Cl:25])[cH:16][c:17]([Cl:21])[c:18]([Cl:20])[cH:19]1.[NH2:1][c:2]1[s:3][cH:4][c:5]([CH2:7][C:8](=[O:9])[O:10][CH2:11][CH3:12])[n:6]1>>[NH:1]([c:2]1[s:3][cH:4][c:5]([CH2:7][C:8](=[O:9])[O:10][CH2:11][CH3:12])[n:6]1)[S:22]([c:15]1[c:14]([Cl:13])[cH:19][c:18]([Cl:20])[c:17]([Cl:21])[cH:16]1)(=[O:23])=[O:24]. Run in C1CCOC1 (THF). Product: ClC1=CC2=C(NC(=N2)C(C2=NN(C=C2)C)NC(C2=CC(=C(C=C2)N2C(COCC2)=O)C)=O)C=C1 (N-[1-(5-chloro-1H-benzimidazol-2-yl)-1-(1-methyl-pyrazol-3-yl)-methyl]-3-methyl-4-(morpholin-3-on-4-yl)-benzamide). Reactants: CC=1C=C(C(=O)O)C=CC1N1C(COCC1)=O (3-methyl-4-(morpholin-3-on-4-yl)benzoic acid), ClC1=CC2=C(NC(=N2)C(C2=NN(C=C2)C)N)C=C1 (1-(5-chloro-1H-benzimidazol-2-yl)-1-(1-methyl-pyrazol-3-yl)methylamine), CN(C)C(=[N+](C)C)ON1C2=C(C=CC=C2)N=N1.[B-](F)(F)(F)F (TBTU), CCN(C(C)C)C(C)C (DIPEA). Procedure details: Prepared analogously to Example 1f from 3-methyl-4-(morpholin-3-on-4-yl)benzoic acid and 1-(5-chloro-1H-benzimidazol-2-yl)-1-(1-methyl-pyrazol-3-yl)methylamine with TBTU and DIPEA in THF. As a reaction SMILES: [CH3:1][C:2]1[CH:3]=[C:4]([CH:8]=[CH:9][C:10]=1[N:11]1[CH2:16][CH2:15][O:14][CH2:13][C:12]1=[O:17])[C:5]([OH:7])=O.[Cl:18][C:19]1[CH:35]=[CH:34][C:22]2[NH:23][C:24]([CH:26]([NH2:33])[C:27]3[CH:31]=[CH:30][N:29]([CH3:32])[N:28]=3)=[N:25][C:21]=2[CH:20]=1.CN(C(ON1N=NC2C=CC=CC1=2)=[N+](C)C)C.[B-](F)(F)(F)F.CCN(C(C)C)C(C)C>C1COCC1>[Cl:18][C:19]1[CH:35]=[CH:34][C:22]2[NH:23][C:24]([CH:26]([NH:33][C:5](=[O:7])[C:4]3[CH:8]=[CH:9][C:10]([N:11]4[CH2:16][CH2:15][O:14][CH2:13][C:12]4=[O:17])=[C:2]([CH3:1])[CH:3]=3)[C:27]3[CH:31]=[CH:30][N:29]([CH3:32])[N:28]=3)=[N:25][C:21]=2[CH:20]=1 |f:2.3|.